This data is from the Open Reaction Database (ORD), a public repository of structured organic reaction records. The task is: describe an organic reaction: reactants, conditions, products, and yield Starting materials: Cc1ccc(Br)nc1, COCCOC, COC(=O)c1cc(B2OC(C)(C)C(C)(C)O2)cc([N+](=O)[O-])c1, O. Product: COC(=O)c1cc(-c2ccc(C)cn2)cc([N+](=O)[O-])c1. Reaction SMILES: [Br:1][c:2]1[n:3][cH:4][c:5]([CH3:8])[cH:6][cH:7]1.[CH3:31][O:32][CH2:33][CH2:34][O:35][CH3:36].[CH3:9][O:10][C:11]([c:12]1[cH:13][c:14]([N+:27](=[O:28])[O-:29])[cH:15][c:16]([B:18]2[O:19][C:20]([CH3:21])([CH3:22])[C:23]([CH3:24])([CH3:25])[O:26]2)[cH:17]1)=[O:30].[OH2:37]>>[c:2]1(-[c:16]2[cH:15][c:14]([N+:27](=[O:28])[O-:29])[cH:13][c:12]([C:11]([O:10][CH3:9])=[O:30])[cH:17]2)[n:3][cH:4][c:5]([CH3:8])[cH:6][cH:7]1. Run at time 6 hour. Solvent: O (water). Reaction SMILES: [OH-].[Na+].[OH:3][C:4]1[CH:5]=[C:6]([CH2:11][C@@H:12]([C:14]([OH:16])=[O:15])[NH2:13])[CH:7]=[CH:8][C:9]=1[OH:10].N[C@H](C(O)=O)C.B(O)(O)O.[C:27]([O:31][C:32](N=[N+]=[N-])=[O:33])([CH3:30])([CH3:29])[CH3:28]>O>[C:27]([O:31][C:32]([NH:13][C@H:12]([C:14]([OH:16])=[O:15])[CH2:11][C:6]1[CH:7]=[CH:8][C:9]([OH:10])=[C:4]([OH:3])[CH:5]=1)=[O:33])([CH3:30])([CH3:29])[CH3:28] |f:0.1|. The reactants are N[C@@H](C)C(=O)O (alanine), 2-N, 2-N, [OH-].[Na+] (sodium hydroxide), OC=1C=C(C=CC1O)C[C@H](N)C(=O)O (3-(3,4-dihydroxyphenyl)-L-alanine), borax, [OH-].[Na+] (sodium hydroxide), 2-N, [OH-].[Na+] (sodium hydroxide), C(C)(C)(C)OC(=O)N=[N+]=[N-] (tertbutoxycarbonyl azide), C(C)(C)(C)OC(=O)N=[N+]=[N-] (tertbutoxycarbonyl azide), tertbutoxycarbonyl hydrazide, B(O)(O)O (boric acid). Procedure: 2-N aqueous sodium hydroxide is added in an argon atmosphere to a mixture of 100 g of 3-(3,4-dihydroxyphenyl)-L-alanine, 200 g of borax and 1000 ml of water, up to pH 9.5 (pH meter). A boric acid complex forms, in which the hydroxyl groups on the phenyl ring of the alanine derivative are esterified with boric acid. Half of the crude tertbutoxycarbonyl azide prepared from 120 g of tertbutoxycarbonyl hydrazide is then added in one portion, and the mixture is stirred at room temperature for 6 hours... Product: C(C)(C)(C)OC(=O)N[C@@H](CC1=CC(=C(C=C1)O)O)C(=O)O (N-(tertbutoxycarbonyl)-3-(3,4-dihydroxyphenyl)-L-alanine).